The task is: describe an organic reaction: reactants, conditions, products, and yield. This data is from the Open Reaction Database (ORD), a public repository of structured organic reaction records. Reactants: NNC(=S)N (thiosemicarbazide), N1=C(C=CC=C1)C=O (pyridine-2-formaldehyde), O (water). Run in C(C)O.O (ethanol water). Reaction conditions: time 30 minute. Product: N1=C(C=CC=C1)C=NNC(=S)N (pyridine-2-carboxaldehyde thiosemicarbazone). As a reaction SMILES: [N:1]1[CH:6]=[CH:5][CH:4]=[CH:3][C:2]=1[CH:7]=O.[NH2:9][NH:10][C:11]([NH2:13])=[S:12].O>C(O)C.O>[N:1]1[CH:6]=[CH:5][CH:4]=[CH:3][C:2]=1[CH:7]=[N:9][NH:10][C:11]([NH2:13])=[S:12] |f:3.4|. Procedure details: The corresponding pyridine-2-formaldehyde (23, 23a or 28a-k, 10 mmol) was dissolved in ethanol-water (2:1 v/v, 150 mL). To the solution was added thiosemicarbazide (11 mmol). The solution was stirred for 30 min at ambient temperature. After addition of water (50 mL), the reaction mixture was stirred vigorously for 2 h at room temperature. The yellow precipitate was collected by filtration, washed with ethanol-water (1:4 v/v) and dried in vacuum to afford the corresponding pyridine-2-carboxaldehy... Isolated yield 63.6%. Starting materials: C(C)(C)(C)OC(NC1=CC(=C(C=C1)\C=C\C1=C(C=CC=C1OC)Cl)[N+](=O)[O-])=O ({4-[(E)-2-(2-chloro-6-methoxy-phenyl)-vinyl]-3-nitro-phenyl}-carbamic acid tert-butyl ester), O (water). RXN SMILES: [C:1]([O:5][C:6](=[O:28])[NH:7][C:8]1[CH:13]=[CH:12][C:11](/[CH:14]=[CH:15]/[C:16]2[C:21]([O:22][CH3:23])=[CH:20][CH:19]=[CH:18][C:17]=2[Cl:24])=[C:10]([N+:25]([O-])=O)[CH:9]=1)([CH3:4])([CH3:3])[CH3:2].O>P(OCC)(OCC)OCC>[C:1]([O:5][C:6](=[O:28])[NH:7][C:8]1[CH:9]=[C:10]2[C:11]([CH:14]=[C:15]([C:16]3[C:21]([O:22][CH3:23])=[CH:20][CH:19]=[CH:18][C:17]=3[Cl:24])[NH:25]2)=[CH:12][CH:13]=1)([CH3:4])([CH3:3])[CH3:2]. Reaction conditions: temperature 25 celsius. The product is hexanes ethyl acetate, C(C)(C)(C)OC(NC1=CC=C2C=C(NC2=C1)C1=C(C=CC=C1OC)Cl)=O ([2-(2-chloro-6-methoxy-phenyl)-1H-indol-6-yl]-carbamic acid tert-butyl ester). Procedure: A solution of {4-[(E)-2-(2-chloro-6-methoxy-phenyl)-vinyl]-3-nitro-phenyl}-carbamic acid tert-butyl ester (240 mg, 0.59 mmol) in triethyl phosphite (5.0 ml) was refluxed for 3 h. The reaction mixture was cooled to 25° C., and poured into water. The aqueous phase was extracted three times with ethyl acetate. The combined organic layers were washed with brine and dried over magnesium sulfate. Filtration followed by concentration in vacuo gave a brown solid. Flash chromatography (70/30 hexanes/ethy... Run in P(OCC)(OCC)OCC (triethyl phosphite). Reactants: CN, CO, O=C1COC(=O)N1CCc1ccc(C(F)(F)F)cc1, C1CCOC1. Product: CNC(=O)COC(=O)NCCc1ccc(C(F)(F)F)cc1. Reaction SMILES: [CH3:20][NH2:21].[CH3:22][OH:23].[F:1][C:2]([c:3]1[cH:4][cH:5][c:6]([CH2:9][CH2:10][N:11]2[C:12](=[O:17])[O:13][CH2:14][C:15]2=[O:16])[cH:7][cH:8]1)([F:18])[F:19].[O:24]1[CH2:25][CH2:26][CH2:27][CH2:28]1>>[F:1][C:2]([c:3]1[cH:4][cH:5][c:6]([CH2:9][CH2:10][NH:11][C:12]([O:13][CH2:14][C:15](=[O:16])[NH:21][CH3:20])=[O:17])[cH:7][cH:8]1)([F:18])[F:19]. Starting materials: O.O.[F-].[K+] (potassium fluoride dihydrate), ClC1=C(C(=C(C=C1)B1OCCCO1)F)OC (2-(4-chloro-2-fluoro-3-methoxyphenyl)-1,3,2-dioxaborinane), NC1=CC(=NC(=C1F)Br)C(=O)OC(C)C (isopropyl 4-amino-6-bromo-5-fluoropicolinate), CC#N (MeCN). RXN SMILES: O.O.[F-].[K+].[Cl:5][C:6]1[CH:11]=[CH:10][C:9](B2OCCCO2)=[C:8]([F:18])[C:7]=1[O:19][CH3:20].[NH2:21][C:22]1[C:27]([F:28])=[C:26](Br)[N:25]=[C:24]([C:30]([O:32][CH:33]([CH3:35])[CH3:34])=[O:31])[CH:23]=1.CC#N>Cl[Pd](Cl)([P](C1C=CC=CC=1)(C1C=CC=CC=1)C1C=CC=CC=1)[P](C1C=CC=CC=1)(C1C=CC=CC=1)C1C=CC=CC=1.O>[NH2:21][C:22]1[C:27]([F:28])=[C:26]([C:9]2[CH:10]=[CH:11][C:6]([Cl:5])=[C:7]([O:19][CH3:20])[C:8]=2[F:18])[N:25]=[C:24]([C:30]([O:32][CH:33]([CH3:35])[CH3:34])=[O:31])[CH:23]=1 |f:0.1.2.3,^1:41,60|. The solvent is O (H2O). The reagents and catalysts are Cl[Pd]([P](C1=CC=CC=C1)(C2=CC=CC=C2)C3=CC=CC=C3)([P](C4=CC=CC=C4)(C5=CC=CC=C5)C6=CC=CC=C6)Cl (Pd(PPh3)2Cl2). Reaction conditions: temperature 69 celsius, time 1 hour. Product: NC1=CC(=NC(=C1F)C1=C(C(=C(C=C1)Cl)OC)F)C(=O)OC(C)C (Isopropyl 4-(amino)-6-(4-chloro-2-fluoro-3-methoxyphenyl)-5-fluoro-picolinate). Procedure: In a 50 mL three-neck round bottom flask was charged potassium fluoride dihydrate (12.0 mmol), 2-(4-chloro-2-fluoro-3-methoxyphenyl)-1,3,2-dioxaborinane (5.40 mmol), isopropyl 4-amino-6-bromo-5-fluoropicolinate (4.0 mmol), MeCN (15 mL), and H2O (5 mL). The resulting mixture was sparged with N2 for 15 min then Pd(PPh3)2Cl2 (0.006-0.08 mmol) was added. The resulting suspension was sparged for 20 min then heated to 68-70° C. After 1 h of stirring, an aliquot (1-2 μL) was taken and diluted with MeCN... Reactants: CN(C)c1nc(NC2CCC(CNC(=O)OC(C)(C)C)CC2)nc2ccccc12, CCOC(C)=O, Cl, [Na+], [OH-]. Yields the product CN(C)c1nc(NC2CCC(CN)CC2)nc2ccccc12. Reaction SMILES: [C:1]([O:2][C:3](=[O:4])[NH:7][CH2:8][CH:9]1[CH2:10][CH2:11][CH:12]([NH:15][c:16]2[n:17][c:18]3[cH:19][cH:20][cH:21][cH:22][c:23]3[c:24]([N:26]([CH3:27])[CH3:28])[n:25]2)[CH2:13][CH2:14]1)([CH3:5])([CH3:6])[CH3:29].[CH3:33][CH2:34][O:35][C:36]([CH3:37])=[O:38].[ClH:30].[Na+:32].[OH-:31]>>[NH2:7][CH2:8][CH:9]1[CH2:10][CH2:11][CH:12]([NH:15][c:16]2[n:17][c:18]3[cH:19][cH:20][cH:21][cH:22][c:23]3[c:24]([N:26]([CH3:27])[CH3:28])[n:25]2)[CH2:13][CH2:14]1. Reactants: O=[N+]([O-])c1ccc(-c2ccc(S(=O)(=O)Cl)cc2)cc1, Nc1nccs1, c1ccncc1. Product: O=[N+]([O-])c1ccc(-c2ccc(S(=O)(=O)Nc3nccs3)cc2)cc1. RXN SMILES: [N+:1](=[O:2])([O-:3])[c:4]1[cH:5][cH:6][c:7](-[c:10]2[cH:11][cH:12][c:13]([S:16](=[O:17])(=[O:18])[Cl:19])[cH:14][cH:15]2)[cH:8][cH:9]1.[NH2:20][c:21]1[s:22][cH:23][cH:24][n:25]1.[cH:26]1[cH:27][cH:28][n:29][cH:30][cH:31]1>>[N+:1](=[O:2])([O-:3])[c:4]1[cH:5][cH:6][c:7](-[c:10]2[cH:11][cH:12][c:13]([S:16](=[O:17])(=[O:18])[NH:20][c:21]3[s:22][cH:23][cH:24][n:25]3)[cH:14][cH:15]2)[cH:8][cH:9]1.